Dataset: the Open Reaction Database (ORD), a public repository of structured organic reaction records. Task: describe an organic reaction: reactants, conditions, products, and yield Reactants: [OH-].[Na+] (NaOH), COC(\C=C\C=C(\CCCCC)/C1=CC=C(C=C1)OC)=O ((2E,4Z)-5-(4-methoxyphenyl)-2,4-decadienoic acid methyl ester). Run in CO (methanol). The product is COC1=CC=C(C=C1)\C(=C/C=C/C(=O)O)\CCCCC ((2E,4Z)-5-(4-methoxyphenyl)-2,4-decadienoic acid). The yield is 87.6%. As a reaction SMILES: C[O:2][C:3](=[O:21])/[CH:4]=[CH:5]/[CH:6]=[C:7](\[C:13]1[CH:18]=[CH:17][C:16]([O:19][CH3:20])=[CH:15][CH:14]=1)/[CH2:8][CH2:9][CH2:10][CH2:11][CH3:12].[OH-].[Na+]>CO>[CH3:20][O:19][C:16]1[CH:15]=[CH:14][C:13](/[C:7](/[CH2:8][CH2:9][CH2:10][CH2:11][CH3:12])=[CH:6]\[CH:5]=[CH:4]\[C:3]([OH:21])=[O:2])=[CH:18][CH:17]=1 |f:1.2|. Reported procedure: As described in Example 99, (2E,4Z)-5-(4-methoxyphenyl)-2,4-decadienoic acid methyl ester (3.6 g) was saponified in a refluxing mixture of methanol (40 mL) and 1N NaOH (40 mL). After 45 minutes the acid was isolated in the usual way and crystallized from ether-hexane to give 3.0 g of (2E,4Z)-5-(4-methoxyphenyl)-2,4-decadienoic acid, mp 86.5°-87.5° C. Reactants: CC1=C(N=C(O1)C1=CC(=CC=C1)C)CCOC1=CC=C(C=C1)/C=C/CO ((E)-3-[4-[2-[5-methyl-2-(3-methylphenyl)-4-oxazolyl]ethoxy]phenyl]-2-propen-1-ol). Reagents/catalysts: [O-2].[O-2].[Mn+4] (manganese dioxide). The solvent is ClCCl (dichloromethane). Conditions: time 2 hour. The product is CC1=C(N=C(O1)C1=CC(=CC=C1)C)CCOC1=CC=C(/C=C/C=O)C=C1 ((E)-4-[2-[5-methyl-2-(3-methylphenyl)-4-oxazolyl]ethoxy]cinnamaldehyde). Isolated yield 91.2%. Reaction SMILES: [CH3:1][C:2]1[O:6][C:5]([C:7]2[CH:12]=[CH:11][CH:10]=[C:9]([CH3:13])[CH:8]=2)=[N:4][C:3]=1[CH2:14][CH2:15][O:16][C:17]1[CH:22]=[CH:21][C:20](/[CH:23]=[CH:24]/[CH2:25][OH:26])=[CH:19][CH:18]=1>ClCCl.[O-2].[O-2].[Mn+4]>[CH3:1][C:2]1[O:6][C:5]([C:7]2[CH:12]=[CH:11][CH:10]=[C:9]([CH3:13])[CH:8]=2)=[N:4][C:3]=1[CH2:14][CH2:15][O:16][C:17]1[CH:18]=[CH:19][C:20](/[CH:23]=[CH:24]/[CH:25]=[O:26])=[CH:21][CH:22]=1 |f:2.3.4|. Procedure: Activated manganese dioxide (2.8 g) was added to a solution of (E)-3-[4-[2-[5-methyl-2-(3-methylphenyl)-4-oxazolyl]ethoxy]phenyl]-2-propen-1-ol (1.4 g) in dichloromethane (50 ml). The mixture was stirred for 2 hours at room temperature, which was subjected to filtration through celite. The filtrate was concentrated to give (E)-4-[2-[5-methyl-2-(3-methylphenyl)-4-oxazolyl]ethoxy]cinnamaldehyde (1.27 g, 91%). Recrystallization from dichloromethane-isopropyl ether gave colorless needles, m.p.110-11... Reactants: Br, Nc1nc(-c2ccc(OCc3ccccc3)c(OCc3ccccc3)c2)cs1, Cl, Cc1ccc(S(=O)(=O)Cl)cc1, c1ccncc1. Yields the product Cc1ccc(S(=O)(=O)Nc2nc(-c3ccc(OCc4ccccc4)c(OCc4ccccc4)c3)cs2)cc1. As a reaction SMILES: [BrH:1].[CH2:2]([c:3]1[cH:4][cH:5][cH:6][cH:7][cH:8]1)[O:9][c:10]1[cH:11][c:12](-[c:24]2[n:25][c:26]([NH2:29])[s:27][cH:28]2)[cH:13][cH:14][c:15]1[O:16][CH2:17][c:18]1[cH:19][cH:20][cH:21][cH:22][cH:23]1.[ClH:41].[c:30]1([CH3:40])[cH:31][cH:32][c:33]([S:36](=[O:37])(=[O:38])[Cl:39])[cH:34][cH:35]1.[cH:42]1[cH:43][cH:44][n:45][cH:46][cH:47]1>>[CH2:2]([c:3]1[cH:4][cH:5][cH:6][cH:7][cH:8]1)[O:9][c:10]1[cH:11][c:12](-[c:24]2[n:25][c:26]([NH:29][S:36]([c:33]3[cH:32][cH:31][c:30]([CH3:40])[cH:35][cH:34]3)(=[O:37])=[O:38])[s:27][cH:28]2)[cH:13][cH:14][c:15]1[O:16][CH2:17][c:18]1[cH:19][cH:20][cH:21][cH:22][cH:23]1. The reactants are FC=1C=C(OC(C(=O)OCC)CC2=CC=C(C=C2)OCCNC(C2=CC=C(C=C2)C2=NC=CC=C2)=O)C=C(C1)F (ethyl 2-(3,5-difluorophenoxy)-3-[4-[2-(4-pyridine-2-ylbenzoylamino)ethoxy]phenyl]propionate), product, [OH-].[Na+] (sodium hydroxide). Product: FC=1C=C(OC(C(=O)O)CC2=CC=C(C=C2)OCCNC(C2=CC=C(C=C2)C2=NC=CC=C2)=O)C=C(C1)F (2-(3,5-Difluorophenoxy)-3-[4-[2-(4-pyridine-2-ylbenzoylamino)ethoxy]phenyl]propionic acid). The yield is 90.0%. Reaction SMILES: [F:1][C:2]1[CH:3]=[C:4]([CH:37]=[C:38]([F:40])[CH:39]=1)[O:5][CH:6]([CH2:12][C:13]1[CH:18]=[CH:17][C:16]([O:19][CH2:20][CH2:21][NH:22][C:23](=[O:36])[C:24]2[CH:29]=[CH:28][C:27]([C:30]3[CH:35]=[CH:34][CH:33]=[CH:32][N:31]=3)=[CH:26][CH:25]=2)=[CH:15][CH:14]=1)[C:7]([O:9]CC)=[O:8].[OH-].[Na+]>>[F:1][C:2]1[CH:3]=[C:4]([CH:37]=[C:38]([F:40])[CH:39]=1)[O:5][CH:6]([CH2:12][C:13]1[CH:18]=[CH:17][C:16]([O:19][CH2:20][CH2:21][NH:22][C:23](=[O:36])[C:24]2[CH:29]=[CH:28][C:27]([C:30]3[CH:35]=[CH:34][CH:33]=[CH:32][N:31]=3)=[CH:26][CH:25]=2)=[CH:15][CH:14]=1)[C:7]([OH:9])=[O:8] |f:1.2|. Procedure details: In a similar manner to that described in Example 2, ethyl 2-(3,5-difluorophenoxy)-3-[4-[2-(4-pyridine-2-ylbenzoylamino)ethoxy]phenyl]propionate (410 mg), which is the product of Example 138, was reacted with aqueous sodium hydroxide solution (1N, 2.00 ml) and the reaction mixture was treated to give the title compound (350 mg) as a white powder. The reactants are O=C([O-])[O-], CN(C)C=O, O=C(CCl)N1CCOCC1, [K+], [K+], O=C1CCC(C(=O)N2CCNCC2)N1. Product: O=C1CCC(C(=O)N2CCN(CC(=O)N3CCOCC3)CC2)N1. As a reaction SMILES: [C:25](=[O:26])([O-:27])[O-:28].[CH3:31][N:32]([CH3:33])[CH:34]=[O:35].[Cl:15][CH2:16][C:17](=[O:18])[N:19]1[CH2:20][CH2:21][O:22][CH2:23][CH2:24]1.[K+:29].[K+:30].[NH:1]1[C:2](=[O:14])[CH2:3][CH2:4][CH:5]1[C:6](=[O:7])[N:8]1[CH2:9][CH2:10][NH:11][CH2:12][CH2:13]1>>[NH:1]1[C:2](=[O:14])[CH2:3][CH2:4][CH:5]1[C:6](=[O:7])[N:8]1[CH2:9][CH2:10][N:11]([CH2:16][C:17](=[O:18])[N:19]2[CH2:20][CH2:21][O:22][CH2:23][CH2:24]2)[CH2:12][CH2:13]1. Reactants: [C-]#N.[Na+] (sodium cyanide), CS(=O)C (dimethylsulfoxide), Cl.C(C1=CC=CC=C1)N1C(=NC=C1)CCl (1-benzyl-2-chloromethylimidazole hydrochloride). Run in C(Cl)Cl (methylene chloride). Run at temperature 23 celsius. Product: C(C1=CC=CC=C1)N1C(=NC=C1)CC#N (N-benzyl-2-cyanomethylimidazole). Yield: 70.0%. As a reaction SMILES: [C-:1]#[N:2].[Na+].CS(C)=O.Cl.[CH2:9]([N:16]1[CH:20]=[CH:19][N:18]=[C:17]1[CH2:21]Cl)[C:10]1[CH:15]=[CH:14][CH:13]=[CH:12][CH:11]=1>C(Cl)Cl>[CH2:9]([N:16]1[CH:20]=[CH:19][N:18]=[C:17]1[CH2:21][C:1]#[N:2])[C:10]1[CH:15]=[CH:14][CH:13]=[CH:12][CH:11]=1 |f:0.1,3.4|. Procedure details: Dry, powdered sodium cyanide (14 gm, 280 mmole) was added to 80 ml of dry dimethylsulfoxide with stirring at 23° C. Then 1-benzyl-2-chloromethylimidazole hydrochloride (14 gm, 63 mmole) was added portionwise over 10 minutes while maintaining the temperature below 40° C. After the addition was complete, the mixture was stirred at 40° C. for an additional hour. It was diluted with 250 ml methylene chloride and the resulting solution was washed with 4×200 ml of water, dried over MgSO4 and the solve... The reactants are C(C)OC(C(CC1=C(C=C(C=C1)OC(C)(C1=C(N=C(S1)C1=CC=C(C=C1)C(F)(F)F)C)C)C)OCC)=O ([rac]-2-ethoxy-3-(2-methyl-4-{1-methyl-1-[4-methyl-2-(4-trifluoromethyl-phenyl)-thiazol-5-yl]-ethoxy}-phenyl)-propionic acid ethyl ester), [Li+].[OH-] (LiOH). The product is C(C)OC(C(=O)O)CC1=C(C=C(C=C1)OC(C)(C1=C(N=C(S1)C1=CC=C(C=C1)C(F)(F)F)C)C)C ([rac]-2-ethoxy-3-(2-methyl-4-{1-methyl-1-[4-methyl-2-(4-trifluoromethyl-phenyl)-thiazol-5-yl]-ethoxy}-phenyl)-propionic acid). As a reaction SMILES: C([O:3][C:4](=[O:37])[CH:5]([O:34][CH2:35][CH3:36])[CH2:6][C:7]1[CH:12]=[CH:11][C:10]([O:13][C:14]([CH3:32])([C:16]2[S:20][C:19]([C:21]3[CH:26]=[CH:25][C:24]([C:27]([F:30])([F:29])[F:28])=[CH:23][CH:22]=3)=[N:18][C:17]=2[CH3:31])[CH3:15])=[CH:9][C:8]=1[CH3:33])C.[Li+].[OH-]>>[CH2:35]([O:34][CH:5]([CH2:6][C:7]1[CH:12]=[CH:11][C:10]([O:13][C:14]([CH3:32])([C:16]2[S:20][C:19]([C:21]3[CH:22]=[CH:23][C:24]([C:27]([F:28])([F:29])[F:30])=[CH:25][CH:26]=3)=[N:18][C:17]=2[CH3:31])[CH3:15])=[CH:9][C:8]=1[CH3:33])[C:4]([OH:37])=[O:3])[CH3:36] |f:1.2|. Procedure details: In analogy to the procedure described in example 10 d], [rac]-2-ethoxy-3-(2-methyl-4-{1-methyl-1-[4-methyl-2-(4-trifluoromethyl-phenyl)-thiazol-5-yl]-ethoxy}-phenyl)-propionic acid ethyl ester was treated with LiOH to obtain [rac]-2-ethoxy-3-(2-methyl-4-{1-methyl-1-[4-methyl-2-(4-trifluoromethyl-phenyl)-thiazol-5-yl]-ethoxy}-phenyl)-propionic acid as colorless liquid.